The task is: describe an organic reaction: reactants, conditions, products, and yield. This data is from the Open Reaction Database (ORD), a public repository of structured organic reaction records. Reactants: Cc1ccccc1, CCOC(C)=O, Cc1ccc(Cl)cc1C(=O)NN, [N-]=[N+]=NCCCC(=O)c1ccccc1, O, Cc1ccc(S(=O)(=O)O)cc1. Yields the product Cc1ccc(Cl)cc1C(=O)NN=C(CCCN=[N+]=[N-])c1ccccc1. Reaction SMILES: [CH3:39][c:40]1[cH:41][cH:42][cH:43][cH:44][cH:45]1.[CH3:46][CH2:47][O:48][C:49]([CH3:50])=[O:51].[Cl:1][c:2]1[cH:3][cH:4][c:5]([CH3:12])[c:6]([C:7](=[O:8])[NH:9][NH2:10])[cH:11]1.[N:13](=[N+:14]=[N-:15])[CH2:16][CH2:17][CH2:18][C:19](=[O:20])[c:21]1[cH:22][cH:23][cH:24][cH:25][cH:26]1.[OH2:27].[c:28]1([CH3:29])[cH:30][cH:31][c:32]([S:33]([OH:34])(=[O:35])=[O:36])[cH:37][cH:38]1>>[Cl:1][c:2]1[cH:3][cH:4][c:5]([CH3:12])[c:6]([C:7](=[O:8])[NH:9][N:10]=[C:19]([CH2:18][CH2:17][CH2:16][N:13]=[N+:14]=[N-:15])[c:21]2[cH:22][cH:23][cH:24][cH:25][cH:26]2)[cH:11]1.